This data is from the Open Reaction Database (ORD), a public repository of structured organic reaction records. The task is: describe an organic reaction: reactants, conditions, products, and yield The reactants are 11.8, C(C)(=O)N (acetamide), OP(O)O (orthophosphorus acid), C(C)(=O)OC(C)=O (acetic anhydride), O.C(C=O)(=O)O (glyoxylic acid hydrate), C1C(C)O1 (propylene oxide). Run in CO (methanol). Run at temperature 45 celsius. Yields the product O.NOP(=O)(O)CC(=O)O (2-aminophosphono-acetic acid monohydrate). RXN SMILES: C([NH2:4])(=[O:3])C.[OH:5][P:6]([OH:8])[OH:7].[C:9]([O:12]C(=O)C)(=[O:11])[CH3:10].O.C(O)(=O)C=O.C1OC1C>CO>[OH2:3].[NH2:4][O:5][P:6]([CH2:10][C:9]([OH:12])=[O:11])([OH:8])=[O:7] |f:3.4,7.8|. Reported procedure: A solution of 11.8 parts by weight of acetamide, 16.4 parts by weight of orthophosphorus acid in 40 parts by volume of acetic anhydride are heated with stirring to 45° C. To this solution is added, portionwise, 22.2 parts by weight of glyoxylic acid hydrate over 15 minutes. The reaction temperature increases to 80° C., during the addition and this temperature is maintained by external heating for a further 3 hours. The acetic anhydride is removed by distillation, in vacuo, and the viscous residu... The reactants are CCCNC(=O)c1cc2cc([N+](=O)[O-])ccc2[nH]1, CCO. Product: CCCNC(=O)c1cc2cc(N)ccc2[nH]1. RXN SMILES: [CH2:1]([CH2:2][CH3:3])[NH:4][C:5](=[O:6])[c:7]1[nH:8][c:9]2[cH:10][cH:11][c:12]([N+:16]([O-:17])=[O:18])[cH:13][c:14]2[cH:15]1.[CH3:19][CH2:20][OH:21]>>[CH2:1]([CH2:2][CH3:3])[NH:4][C:5](=[O:6])[c:7]1[nH:8][c:9]2[cH:10][cH:11][c:12]([NH2:16])[cH:13][c:14]2[cH:15]1. Starting materials: O (water), [Si](C)(C)(C(C)(C)C)O[C@H](C)[C@H]1C(N[C@@H]1[C@H](C(=O)N1C(O[C@H]2[C@@H]1C=1C=CC=CC1C2)=O)C)=O (3-{(2R)-2-[(3S,4R)-3-[(1R)-1-t-butyldimethylsilyloxyethyl]-2-oxoazetidin-4-yl)propionyl}-(3aS-cis)-3,3a,8,8a-tetrahydro-2H-indeno[1,2-d]oxazol-2-one), O.OO (hydrogen peroxide water), aqueous solution, [OH-].[Na+] (sodium hydroxide). Run in CO.O (methanol water). The product is [Si](C)(C)(C(C)(C)C)O[C@H](C)[C@H]1C(N[C@@H]1[C@H](C(=O)O)C)=O ((R)-2-[(3S,4S)-3-[(R)-1-tert-butyldimethylsilyloxyethyl]-2-oxoazetidin-4-yl]propionic acid). Isolated yield 89.0%. As a reaction SMILES: [Si:1]([O:8][C@@H:9]([C@@H:11]1[C@@H:14]([C@@H:15]([CH3:31])[C:16](N2[C@H]3C4C=CC=CC=4C[C@H]3OC2=O)=[O:17])[NH:13][C:12]1=[O:32])[CH3:10])([C:4]([CH3:7])([CH3:6])[CH3:5])([CH3:3])[CH3:2].[OH2:33].OO.[OH-].[Na+].O>CO.O>[Si:1]([O:8][C@@H:9]([C@@H:11]1[C@@H:14]([C@@H:15]([CH3:31])[C:16]([OH:17])=[O:33])[NH:13][C:12]1=[O:32])[CH3:10])([C:4]([CH3:5])([CH3:6])[CH3:7])([CH3:2])[CH3:3] |f:1.2,3.4,6.7|. Procedure: To a solution of 3-{(2R)-2-[(3S,4R)-3-[(1R)-1-t-butyldimethylsilyloxyethyl]-2-oxoazetidin-4-yl)propionyl}-(3aS-cis)-3,3a,8,8a-tetrahydro-2H-indeno[1,2-d]oxazol-2-one (308 mg) dissolved in a methanol-water solvent mixture (2:1, 3 ml), 30% hydrogen peroxide water (0.15 g, 1.35 mmol) was added at room temperature. To the resulting mixture, a 28% aqueous solution of sodium hydroxide (0.12 g, 0.81 mmol) was added dropwise at the same temperature. Stirring was continued until the full consumption of t... Reactants: C1(=CC=CC=C1)C(C1=CC=CC=C1)NC=1SC=C(N1)C=C1C(N(C(S1)=S)CC(=O)O)=O (5-(2-diphenylmethylaminothiazol-4-ylmethylene)rhodanine--acetic acid), C(C)O (ethanol), Cl (hydrogen chloride). The solvent is O1CCOCC1 (dioxane). Product: C1(=CC=CC=C1)C(C1=CC=CC=C1)NC=1SC=C(N1)C=C1C(N(C(S1)=S)CC(=O)OCC)=O (Ethyl 5-(2-diphenylmethylaminothiazol-4-ylmethylene)-rhodanine-3-acetate). RXN SMILES: [C:1]1([CH:7]([NH:14][C:15]2[S:16][CH:17]=[C:18]([CH:20]=[C:21]3[S:25][C:24](=[S:26])[N:23]([CH2:27][C:28]([OH:30])=[O:29])[C:22]3=[O:31])[N:19]=2)[C:8]2[CH:13]=[CH:12][CH:11]=[CH:10][CH:9]=2)[CH:6]=[CH:5][CH:4]=[CH:3][CH:2]=1.[CH2:32](O)[CH3:33].Cl>O1CCOCC1>[C:1]1([CH:7]([NH:14][C:15]2[S:16][CH:17]=[C:18]([CH:20]=[C:21]3[S:25][C:24](=[S:26])[N:23]([CH2:27][C:28]([O:30][CH2:32][CH3:33])=[O:29])[C:22]3=[O:31])[N:19]=2)[C:8]2[CH:9]=[CH:10][CH:11]=[CH:12][CH:13]=2)[CH:6]=[CH:5][CH:4]=[CH:3][CH:2]=1. Procedure details: Following a procedure similar to that described in Example 30, the desired compound was prepared from 0.6 g of 5-(2-diphenylmethylaminothiazol-4-ylmethylene)rhodanine--acetic acid, 7.7 g of ethanol and 15 ml of a 4N dioxane solution of hydrogen chloride. The resulting product was a greenish-yellow powder having the following physical properties. Starting materials: BrCc1ccccc1, O=C([O-])[O-], CCCCc1nc(OC)[nH]c(=O)c1Cc1ccc(-c2ccccc2C#N)cc1, CN(C)C=O, CCOC(C)=O, [Cs+], [Cs+]. Reaction SMILES: [Br:29][CH2:30][c:31]1[cH:32][cH:33][cH:34][cH:35][cH:36]1.[C:37](=[O:38])([O-:39])[O-:40].[CH2:1]([CH2:2][CH2:3][CH3:4])[c:5]1[n:6][c:7]([O:27][CH3:28])[nH:8][c:9](=[O:26])[c:10]1[CH2:11][c:12]1[cH:13][cH:14][c:15](-[c:18]2[c:19]([C:24]#[N:25])[cH:20][cH:21][cH:22][cH:23]2)[cH:16][cH:17]1.[CH3:43][N:44]([CH3:45])[CH:46]=[O:47].[CH3:48][CH2:49][O:50][C:51](=[O:52])[CH3:53].[Cs+:41].[Cs+:42]>>[CH2:1]([CH2:2][CH2:3][CH3:4])[c:5]1[n:6][c:7]([O:27][CH3:28])[n:8]([CH2:30][c:31]2[cH:32][cH:33][cH:34][cH:35][cH:36]2)[c:9](=[O:26])[c:10]1[CH2:11][c:12]1[cH:13][cH:14][c:15](-[c:18]2[c:19]([C:24]#[N:25])[cH:20][cH:21][cH:22][cH:23]2)[cH:16][cH:17]1. Yields the product CCCCc1nc(OC)n(Cc2ccccc2)c(=O)c1Cc1ccc(-c2ccccc2C#N)cc1. Starting materials: CC(=O)O, [Cl-], Cc1cc(N)ccc1Cl, Cl, O=N[O-], [Na+], O=S=O, O. Yields the product Cc1cc(S(=O)(=O)Cl)ccc1Cl. RXN SMILES: [CH3:19][C:20](=[O:21])[OH:22].[Cl-:18].[Cl:2][c:3]1[c:4]([CH3:10])[cH:5][c:6]([NH2:7])[cH:8][cH:9]1.[ClH:1].[N:11]([O-:12])=[O:13].[Na+:14].[O:15]=[S:16]=[O:17].[OH2:23]>>[Cl:1][S:16]([c:6]1[cH:5][c:4]([CH3:10])[c:3]([Cl:2])[cH:9][cH:8]1)(=[O:15])=[O:17].